This data is from the Open Reaction Database (ORD), a public repository of structured organic reaction records. The task is: describe an organic reaction: reactants, conditions, products, and yield Starting materials: CO, [Na+], [OH-], COC(=O)c1ccc(C(O)C(C(=O)O)c2ccc3c(c2)OCO3)cc1. The product is O=C(O)c1ccc(C(O)C(C(=O)O)c2ccc3c(c2)OCO3)cc1. Reaction SMILES: [CH3:28][OH:29].[Na+:27].[OH-:26].[OH:1][CH:2]([CH:3]([C:4](=[O:5])[OH:6])[c:7]1[cH:8][c:9]2[c:10]([cH:11][cH:12]1)[O:13][CH2:14][O:15]2)[c:16]1[cH:17][cH:18][c:19]([C:22](=[O:23])[O:24][CH3:25])[cH:20][cH:21]1>>[OH:1][CH:2]([CH:3]([C:4](=[O:5])[OH:6])[c:7]1[cH:8][c:9]2[c:10]([cH:11][cH:12]1)[O:13][CH2:14][O:15]2)[c:16]1[cH:17][cH:18][c:19]([C:22](=[O:23])[OH:24])[cH:20][cH:21]1. The reactants are CO\N=C(/COC1=CC=C(C=C1)CO)\C1=CC=C(C=C1)F ((1Z)-1-(4-fluorophenyl)-2-[4-(hydroxymethyl)phenoxy]ethanone O-methyloxime), C(#N)C(CC(=O)OC)C1=CC=C(C=C1)O (methyl 3-cyano-3-(4-hydroxyphenyl)propanoate). Yields the product C(#N)C(CC(=O)O)C1=CC=C(C=C1)OCC1=CC=C(C=C1)OC\C(=N/OC)\C1=CC=C(C=C1)F (3-Cyano-3-{4-[(4-{[(2Z)-2-(4-fluorophenyl)-2-(methoxyimino)ethyl]oxy}benzyl)oxy]phenyl}propanoic acid). The yield is 15.5%. Reaction SMILES: [CH3:1][O:2]/[N:3]=[C:4](/[C:15]1[CH:20]=[CH:19][C:18]([F:21])=[CH:17][CH:16]=1)\[CH2:5][O:6][C:7]1[CH:12]=[CH:11][C:10]([CH2:13][OH:14])=[CH:9][CH:8]=1.[C:22]([CH:24]([C:30]1[CH:35]=[CH:34][C:33](O)=[CH:32][CH:31]=1)[CH2:25][C:26]([O:28]C)=[O:27])#[N:23]>>[C:22]([CH:24]([C:30]1[CH:35]=[CH:34][C:33]([O:14][CH2:13][C:10]2[CH:9]=[CH:8][C:7]([O:6][CH2:5]/[C:4](/[C:15]3[CH:16]=[CH:17][C:18]([F:21])=[CH:19][CH:20]=3)=[N:3]\[O:2][CH3:1])=[CH:12][CH:11]=2)=[CH:32][CH:31]=1)[CH2:25][C:26]([OH:28])=[O:27])#[N:23]. Reported procedure: Compound 34 was synthesized from (1Z)-1-(4-fluorophenyl)-2-[4-(hydroxymethyl)phenoxy]ethanone O-methyloxime (0.4 g, 1.46 mmol) and methyl 3-cyano-3-(4-hydroxyphenyl)propanoate (0.3 g, 1.46 mmol) by following the procedure described in scheme 18 (0.06 g, yield: 15.46%); Purity: 95.29%. Starting materials: C(CCCCCC)OC1=CC=C(CBr)C=C1 (p-heptyloxybenzyl bromide), OC1=CC=C(C=C1)C1=CC=C(C=C1)O (4,4'-dihydroxybiphenyl), Cl (HCl), S(=O)(=O)([O-])C1=CC=C(C)C=C1 (tosylate), CCCCCC[C@H](C)O (S-(+)-2-octanol). Run in CS(=O)C (DMSO), CS(=O)C (DMSO), C1CCOC1 (THF). Conditions: time 8 hour. Yields the product C(CCCCCC)OC1=CC=C(C=C1)COC1=CC=C(C=C1)C1=CC=C(C=C1)OC(CCCCCC)C (4'-(p-(heptyloxy)phenylmethyloxy)-4-(1-methylheptyloxy)biphenyl). RXN SMILES: [OH:1][C:2]1[CH:7]=[CH:6][C:5]([C:8]2[CH:13]=[CH:12][C:11]([OH:14])=[CH:10][CH:9]=2)=[CH:4][CH:3]=1.S(C1C=CC(C)=CC=1)([O-])(=O)=O.[CH3:26][CH2:27][CH2:28][CH2:29][CH2:30][CH2:31][C@@H:32](O)[CH3:33].[CH2:35]([O:42][C:43]1[CH:50]=[CH:49][C:46]([CH2:47]Br)=[CH:45][CH:44]=1)[CH2:36][CH2:37][CH2:38][CH2:39][CH2:40][CH3:41].Cl>C1COCC1.CS(C)=O>[CH2:35]([O:42][C:43]1[CH:50]=[CH:49][C:46]([CH2:47][O:1][C:2]2[CH:3]=[CH:4][C:5]([C:8]3[CH:13]=[CH:12][C:11]([O:14][CH:32]([CH3:33])[CH2:31][CH2:30][CH2:29][CH2:28][CH2:27][CH3:26])=[CH:10][CH:9]=3)=[CH:6][CH:7]=2)=[CH:45][CH:44]=1)[CH2:36][CH2:37][CH2:38][CH2:39][CH2:40][CH3:41]. Reported procedure: Sodium hydride (0.8 g) was decanted twice with n-heptane (20 ml), successively with THF (20 ml) and placed in a flask in the form of a suspension in THF (20 ml), followed by dropwise adding a solution of 4'-hydroxy-4-(1-methylheptyloxy)-biphenyl (IIIa-7) of m.p. 98.1° C. (5.1 g) obtained by reacting 4,4'-dihydroxybiphenyl with a tosylate derived from S-(+)-2-octanol, in THF (30 ml), thereafter dropwise adding DMSO (20 ml), successively dropwise adding a solution of p-heptyloxybenzyl bromide (5.4... Starting materials: NC(=O)c1cc(Br)cc2c(C3CCS(=O)(=O)CC3)c[nH]c12, C1COCCO1, [K+], [K+], O=C([O-])[O-], OB(O)c1ccc2c(c1)CCO2, O. Product: NC(=O)c1cc(-c2ccc3c(c2)CCO3)cc2c(C3CCS(=O)(=O)CC3)c[nH]c12. Reaction SMILES: [Br:1][c:2]1[cH:3][c:4]2[c:5]([CH:14]3[CH2:15][CH2:16][S:17](=[O:20])(=[O:21])[CH2:18][CH2:19]3)[cH:6][nH:7][c:8]2[c:9]([C:11](=[O:12])[NH2:13])[cH:10]1.[CH2:40]1[O:41][CH2:42][CH2:43][O:44][CH2:45]1.[K+:34].[K+:35].[O-:36][C:37]([O-:38])=[O:39].[O:22]1[CH2:23][CH2:24][c:25]2[c:26]1[cH:27][cH:28][c:29]([B:31]([OH:32])[OH:33])[cH:30]2.[OH2:46]>>[c:2]1(-[c:29]2[cH:28][cH:27][c:26]3[c:25]([cH:30]2)[CH2:24][CH2:23][O:22]3)[cH:3][c:4]2[c:5]([CH:14]3[CH2:15][CH2:16][S:17](=[O:20])(=[O:21])[CH2:18][CH2:19]3)[cH:6][nH:7][c:8]2[c:9]([C:11](=[O:12])[NH2:13])[cH:10]1. Reactants: OCC1CCCN2CCCCC12, O=C(NC1CCNCC1)c1cc2c(OCc3ccoc3)cccc2[nH]1. The product is O=C(NC1CCN(CC2CCCN3CCCCC23)CC1)c1cc2c(OCc3ccoc3)cccc2[nH]1. RXN SMILES: [CH:26]1([CH2:36][OH:37])[CH2:27][CH2:28][CH2:29][N:30]2[CH2:31][CH2:32][CH2:33][CH2:34][CH:35]12.[NH:1]1[CH2:2][CH2:3][CH:4]([NH:7][C:8](=[O:9])[c:10]2[nH:11][c:12]3[cH:13][cH:14][cH:15][c:16]([O:19][CH2:20][c:21]4[cH:22][o:23][cH:24][cH:25]4)[c:17]3[cH:18]2)[CH2:5][CH2:6]1>>[N:1]1([CH2:36][CH:26]2[CH2:27][CH2:28][CH2:29][N:30]3[CH2:31][CH2:32][CH2:33][CH2:34][CH:35]23)[CH2:2][CH2:3][CH:4]([NH:7][C:8](=[O:9])[c:10]2[nH:11][c:12]3[cH:13][cH:14][cH:15][c:16]([O:19][CH2:20][c:21]4[cH:22][o:23][cH:24][cH:25]4)[c:17]3[cH:18]2)[CH2:5][CH2:6]1.